Dataset: the Open Reaction Database (ORD), a public repository of structured organic reaction records. Task: describe an organic reaction: reactants, conditions, products, and yield Starting materials: IC (iodomethane), ClC1=NC=2N3C(C(NC2C(=N1)Cl)=O)COCC3 (2,4-Dichloro-6a,7,9,10-tetrahydro-[1,4]oxazino[3,4-h]pteridin-6(5H)-one), IC (iodomethane), CC(C)(C)[O-] (2-Methylpropan-2-olate). Solvent: CS(=O)C (DMSO). Conditions: time 8 hour. Product: ClC1=NC=2N3C(C(N(C2C(=N1)Cl)C)=O)COCC3 (2,4-dichloro-5-methyl-6a,7,9,10-tetrahydro-[1,4]oxazino[3,4-h]pteridin-6(5H)-one). Isolated yield 3.8%. RXN SMILES: [Cl:1][C:2]1[N:11]=[C:10]([Cl:12])[C:9]2[NH:8][C:7](=[O:13])[CH:6]3[CH2:14][O:15][CH2:16][CH2:17][N:5]3[C:4]=2[N:3]=1.IC.[CH3:20]C([O-])(C)C>CS(C)=O>[Cl:1][C:2]1[N:11]=[C:10]([Cl:12])[C:9]2[N:8]([CH3:20])[C:7](=[O:13])[CH:6]3[CH2:14][O:15][CH2:16][CH2:17][N:5]3[C:4]=2[N:3]=1. Procedure details: 2,4-Dichloro-6a,7,9,10-tetrahydro-[1,4]oxazino[3,4-h]pteridin-6(5H)-one (500 mg, 1.818 mmol) and iodomethane (1.134 mL, 18.18 mmol) were mixed in DMSO (3 mL). 2-Methylpropan-2-olate (699 mg, 7.27 mmol) was added and the suspension was stirred overnight at room temperature. Ten more equivalents of iodomethane were added and the solution was heated at 50° C. for about 18 hours. The reaction was purified by mass-triggered preparative HPLC 20-60% of ACN (containing 0.035% TFA) in water (containing 0... Reactants: BrC=1N=CN(C1C1=CC=C(C=C1)Cl)C (4-bromo-5-(4-chlorophenyl)-1-methyl-1H-imidazole), C(#N)[Cu] (CuCN). Run in CN(C)C=O (DMF), N1=CC=CC=C1 (pyridine). Conditions: temperature 200 celsius. The product is ClC1=CC=C(C=C1)C1=C(N=CN1C)C#N (5-(4-chlorophenyl)-1-methyl-1H-imidazole-4-carbonitrile). As a reaction SMILES: Br[C:2]1[N:3]=[CH:4][N:5]([CH3:14])[C:6]=1[C:7]1[CH:12]=[CH:11][C:10]([Cl:13])=[CH:9][CH:8]=1.[C:15]([Cu])#[N:16]>CN(C=O)C.N1C=CC=CC=1>[Cl:13][C:10]1[CH:11]=[CH:12][C:7]([C:6]2[N:5]([CH3:14])[CH:4]=[N:3][C:2]=2[C:15]#[N:16])=[CH:8][CH:9]=1. Reported procedure: To 4-bromo-5-(4-chlorophenyl)-1-methyl-1H-imidazole (1.3 g, 4.79 mmol) in DMF (8.4 mL) and pyridine (1.6 mL) was added CuCN (1.3 g, 14.4 mmol). The reaction was heated in a microwave reactor at 200° C. for 35 min. After cooling to ambient temperature, the reaction was quenched by addition of a 3:1 solution of NH4OH/saturated aqueous NH4Cl (60 mL). The reaction was extracted with EtOAc, organics separated, washed with saturated aqueous NaHCO3, and dried with saturated aqueous NaCl. Solvents were ... The reactants are C(C1=CC=CC=C1)(=O)O[C@H]1[C@@H](O[C@@H]([C@@H]1OC(C1=CC=CC=C1)=O)C(=O)NCC)N1C2=NC(=NC(=C2N=C1)NCC(C1=CC=CC=C1)C1=CC=CC=C1)C(=O)NCCN1CCCCC1 ((2R,3R,4R,5S)-4-(benzoyloxy)-2-[6-[(2,2-diphenylethyl)amino]-2-({[2-(1-piperidinyl)-ethyl]amino}carbonyl)-9H-purin-9-yl]-5-[(ethylamino)carbonyl]tetrahydro-3-furanyl benzoate), C([O-])([O-])=O.[K+].[K+] (potassium carbonate). Solvent: CO (methanol). Run at time 30 minute. Product: C1(=CC=CC=C1)C(CNC1=C2N=CN(C2=NC(=N1)C(=O)NCCN1CCCCC1)[C@@H]1O[C@@H]([C@H]([C@H]1O)O)C(=O)NCC)C1=CC=CC=C1 (6-[(2,2-Diphenylethyl)amino]-9-{(2R,3R,4S,5S)-5-[(ethylamino)carbonyl]-3,4-dihydroxytetrahydro-2-furanyl}-N-[2-(1-piperidinyl)ethyl]-9H-purine-2-carboxamide). The yield is 57.0%. As a reaction SMILES: C([O:9][C@@H:10]1[C@@H:14]([O:15]C(=O)C2C=CC=CC=2)[C@@H:13]([C:24]([NH:26][CH2:27][CH3:28])=[O:25])[O:12][C@H:11]1[N:29]1[CH:37]=[N:36][C:35]2[C:30]1=[N:31][C:32]([C:53]([NH:55][CH2:56][CH2:57][N:58]1[CH2:63][CH2:62][CH2:61][CH2:60][CH2:59]1)=[O:54])=[N:33][C:34]=2[NH:38][CH2:39][CH:40]([C:47]1[CH:52]=[CH:51][CH:50]=[CH:49][CH:48]=1)[C:41]1[CH:46]=[CH:45][CH:44]=[CH:43][CH:42]=1)(=O)C1C=CC=CC=1.C(=O)([O-])[O-].[K+].[K+]>CO>[C:47]1([CH:40]([C:41]2[CH:42]=[CH:43][CH:44]=[CH:45][CH:46]=2)[CH2:39][NH:38][C:34]2[N:33]=[C:32]([C:53]([NH:55][CH2:56][CH2:57][N:58]3[CH2:63][CH2:62][CH2:61][CH2:60][CH2:59]3)=[O:54])[N:31]=[C:30]3[C:35]=2[N:36]=[CH:37][N:29]3[C@H:11]2[C@H:10]([OH:9])[C@H:14]([OH:15])[C@@H:13]([C:24]([NH:26][CH2:27][CH3:28])=[O:25])[O:12]2)[CH:48]=[CH:49][CH:50]=[CH:51][CH:52]=1 |f:1.2.3|. Procedure: A solution of (2R,3R,4R,5S)-4-(benzoyloxy)-2-[6-[(2,2-diphenylethyl)amino]-2-({[2-(1-piperidinyl)-ethyl]amino}carbonyl)-9H-purin-9-yl]-5-[(ethylamino)carbonyl]tetrahydro-3-furanyl benzoate (Preparation 7) (104 mg, 0.12 mmol) in methanol (3 ml) was treated with potassium carbonate (100 mg, 0.72 mmol). The mixture was stirred at room temperature for 30 minutes. The solvent was removed under reduced pressure and the residue was partitioned between ethyl acetate and water. The organic layer was sepa...